From a dataset of the Open Reaction Database (ORD), a public repository of structured organic reaction records. describe an organic reaction: reactants, conditions, products, and yield Reactants: C(C)(C)(C)C1=CC=C(C(=O)O)C=C1 (p-(t-butyl)-benzoic acid), C(C1=CC=CC=C1)(=O)O (benzoic acid), ester, hydrazone, ester, C(C)(C)(C)C1=CC=C(C(=O)O)C=C1 (p-(t-butyl)-benzoic acid), NN (hydrazine), NC1=C(C(=O)NN=CC2=C(C=CC3=CC=CC=C23)O)C=CC=C1 (2-hydroxy-1-naphthaldehyde-o-aminobenzoyl hydrazone), ( 1 ), ( 3 ). The product is substituted aromatic hydrazone 2-hydroxy-1-naphthaldehyde-p-(t-butyl)-benzoyl hydrazone, C(C)(C)(C)C1=CC=C(C(=O)NN)C=C1 (p-(t-butyl)-benzhydrazide). Reaction SMILES: N[C:2]1[CH:23]=[CH:22][CH:21]=[CH:20][C:3]=1[C:4]([NH:6][N:7]=CC1C2C(=CC=CC=2)C=CC=1O)=[O:5].[C:24](C1C=CC(C(O)=O)=CC=1)([CH3:27])([CH3:26])[CH3:25].C(O)(=O)C1C=CC=CC=1.NN>>[C:24]([C:22]1[CH:23]=[CH:2][C:3]([C:4]([NH:6][NH2:7])=[O:5])=[CH:20][CH:21]=1)([CH3:27])([CH3:26])[CH3:25]. Procedure: The particularly preferred substituted aromatic hydrazone 2-hydroxy-1-naphthaldehyde-p-(t-butyl)-benzoyl hydrazone is prepared in a manner similar to the preparation of 2-hydroxy-1-naphthaldehyde-o-aminobenzoyl hydrazone, Equations (1) through (3) above. Since the ester of p-(t-butyl)-benzoic acid is not available the preparation of this hydrazone requires the additional step of esterification of the benzoic acid. The ester of p-(t-butyl)-benzoic acid is reacted with hydrazine to produce p-(t-bu... Reactants: COC1(c2ccccc2)CCN(C(=O)OC(C)(C)C)CC1, O=C([O-])[O-], CN1C(=O)C2(CCCCBr)CCCc3cccc1c32, CCOC(C)=O, ClCCl, [K+], [K+], O, O=C(O)C(F)(F)F. The product is COC1(c2ccccc2)CCN(CCCCC23CCCc4cccc(c42)N(C)C3=O)CC1. RXN SMILES: [C:1]([O:2][C:6](=[O:3])[N:8]1[CH2:9][CH2:10][C:11]([c:14]2[cH:15][cH:16][cH:17][cH:18][cH:19]2)([O:20][CH3:21])[CH2:12][CH2:13]1)([CH3:4])([CH3:5])[CH3:7].[C:48](=[O:49])([O-:50])[O-:51].[CH3:29][N:30]1[C:31](=[O:47])[C:32]2([CH2:42][CH2:43][CH2:44][CH2:45][Br:46])[c:33]3[c:34]([cH:35][cH:36][cH:37][c:38]31)[CH2:39][CH2:40][CH2:41]2.[CH3:57][CH2:58][O:59][C:60](=[O:61])[CH3:62].[Cl:54][CH2:55][Cl:56].[K+:52].[K+:53].[OH2:63].[OH:22][C:23]([C:24]([F:25])([F:26])[F:27])=[O:28]>>[CH2:6]([N:8]1[CH2:9][CH2:10][C:11]([c:14]2[cH:15][cH:16][cH:17][cH:18][cH:19]2)([O:20][CH3:21])[CH2:12][CH2:13]1)[CH2:44][CH2:43][CH2:42][C:32]12[C:31](=[O:47])[N:30]([CH3:29])[c:38]3[c:33]1[c:34]([cH:35][cH:36][cH:37]3)[CH2:39][CH2:40][CH2:41]2. The reactants are F[B-](F)(F)F, CCOC(C)=O, [I-], [K+], O=NOS(=O)(=O)O, Nc1c(Br)cc(Cl)cc1C(=O)c1ccccc1Cl, O, O=S(=O)(O)O. Product: O=C(c1ccccc1Cl)c1cc(Cl)cc(Br)c1I. RXN SMILES: [B-:31]([F:32])([F:33])([F:34])[F:35].[CH3:39][CH2:40][O:41][C:42](=[O:43])[CH3:44].[I-:37].[K+:36].[N:19]([O:20][S:21](=[O:22])(=[O:23])[OH:24])=[O:25].[NH2:1][c:2]1[c:3]([C:10](=[O:11])[c:12]2[c:13]([Cl:18])[cH:14][cH:15][cH:16][cH:17]2)[cH:4][c:5]([Cl:9])[cH:6][c:7]1[Br:8].[OH2:38].[S:26](=[O:27])(=[O:28])([OH:29])[OH:30]>>[c:2]1([I:37])[c:3]([C:10](=[O:11])[c:12]2[c:13]([Cl:18])[cH:14][cH:15][cH:16][cH:17]2)[cH:4][c:5]([Cl:9])[cH:6][c:7]1[Br:8]. Starting materials: C[O-], CO, COC(=O)c1ccnc(C)c1, COC(=O)Cc1ccc(F)cc1, [Na+]. The product is Cc1cc(C(=O)Cc2ccc(F)cc2)ccn1. As a reaction SMILES: [CH3:1][O-:2].[CH3:27][OH:28].[CH3:4][c:5]1[cH:6][c:7]([C:8]([O:10][CH3:9])=[O:11])[cH:12][cH:13][n:14]1.[F:15][c:16]1[cH:17][cH:18][c:19]([CH2:22][C:23]([O:24][CH3:25])=[O:26])[cH:20][cH:21]1.[Na+:3]>>[CH3:4][c:5]1[cH:6][c:7]([C:8](=[O:10])[CH2:22][c:19]2[cH:18][cH:17][c:16]([F:15])[cH:21][cH:20]2)[cH:12][cH:13][n:14]1.